This data is from the Open Reaction Database (ORD), a public repository of structured organic reaction records. The task is: describe an organic reaction: reactants, conditions, products, and yield The reactants are ClC1=CC=C(CNC(=O)C2=CN(C3=CC=C(C=C3C2=O)CN2CCOCC2)CCSCC)C=C1 (N-(4-chlorobenzyl)-1-[2-(ethylsulfanyl)ethyl]-6-(4-morpholinylmethyl)-4-oxo-1,4-dihydro-3-quinolinecarboxamide), O.C1(=CC=C(C=C1)S(=O)(=O)O)C (p-toluenesulfonic acid hydrate), ClC=1C=C(C(=O)OO)C=CC1 (m-chloroperoxybenzoic acid). Solvent: ClCCl (dichloromethane), ClCCl (dichloromethane). Conditions: time 0.5 hour. The product is ClC1=CC=C(CNC(=O)C2=CN(C3=CC=C(C=C3C2=O)CN2CCOCC2)CCS(=O)CC)C=C1 (N-(4-Chlorobenzyl)-1-[2-(ethylsulfinyl)ethyl]-6-(4-morpholinylmethyl)-4-oxo-1,4-dihydro-3-quinolinecarboxamide). The yield is 48.4%. RXN SMILES: [Cl:1][C:2]1[CH:34]=[CH:33][C:5]([CH2:6][NH:7][C:8]([C:10]2[C:19](=[O:20])[C:18]3[C:13](=[CH:14][CH:15]=[C:16]([CH2:21][N:22]4[CH2:27][CH2:26][O:25][CH2:24][CH2:23]4)[CH:17]=3)[N:12]([CH2:28][CH2:29][S:30][CH2:31][CH3:32])[CH:11]=2)=[O:9])=[CH:4][CH:3]=1.O.C1(C)C=CC(S(O)(=O)=[O:43])=CC=1.ClC1C=C(C=CC=1)C(OO)=O>ClCCl>[Cl:1][C:2]1[CH:34]=[CH:33][C:5]([CH2:6][NH:7][C:8]([C:10]2[C:19](=[O:20])[C:18]3[C:13](=[CH:14][CH:15]=[C:16]([CH2:21][N:22]4[CH2:27][CH2:26][O:25][CH2:24][CH2:23]4)[CH:17]=3)[N:12]([CH2:28][CH2:29][S:30]([CH2:31][CH3:32])=[O:43])[CH:11]=2)=[O:9])=[CH:4][CH:3]=1 |f:1.2|. Procedure details: A solution of N-(4-chlorobenzyl)-1-[2-(ethylsulfanyl)ethyl]-6-(4-morpholinylmethyl)-4-oxo-1,4-dihydro-3-quinolinecarboxamide (0.10 gm) from Example No. 60 in dichloromethane (2 mL) at 0° C. is added p-toluenesulfonic acid hydrate (0.04 gm) followed by m-chloroperoxybenzoic acid (˜85%) (0.045 gm). The mixture is stirred for 0.5 hrs. The reaction mixture is diluted with dichloromethane, washed with saturated aqueous sodium sulfite, saturated aqueous sodium bicarbonate, brine, dried (Na2SO4) and co... The reactants are CC(C)(C)C=1OC2=CC3=C(CCNCC3)C=C2N1 (2-(1,1-dimethylethyl)-6,7,8,9-tetrahydro-5H-[1,3]oxazolo[4,5-h][3]benzazepine), ClCCCSC=1N(C(=NN1)C1=C2C=CC(=NC2=CC=C1)C)C (5-{5-[(3-chloropropyl)thio]-4-methyl-4H-1,2,4-triazol-3-yl}-2-methylquinoline). Product: Cl.CC(C)(C)C=1OC2=CC3=C(CCN(CC3)CCCSC3=NN=C(N3C)C3=C4C=CC(=NC4=CC=C3)C)C=C2N1 (2-(1,1-Dimethylethyl)-7-(3-{[4-methyl-5-(2-methyl-5-quinolinyl)-4H-1,2,4-triazol-3-yl]thio}propyl)-6,7,8,9-tetrahydro-5H-[1,3]oxazolo[4,5-h][3]benzazepine hydrochloride). As a reaction SMILES: [CH3:1][C:2]([C:5]1[O:6][C:7]2[C:17]([N:18]=1)=[CH:16][C:10]1[CH2:11][CH2:12][NH:13][CH2:14][CH2:15][C:9]=1[CH:8]=2)([CH3:4])[CH3:3].[Cl:19][CH2:20][CH2:21][CH2:22][S:23][C:24]1[N:25]([CH3:40])[C:26]([C:29]2[CH:38]=[CH:37][CH:36]=[C:35]3[C:30]=2[CH:31]=[CH:32][C:33]([CH3:39])=[N:34]3)=[N:27][N:28]=1>>[ClH:19].[CH3:4][C:2]([C:5]1[O:6][C:7]2[C:17]([N:18]=1)=[CH:16][C:10]1[CH2:11][CH2:12][N:13]([CH2:20][CH2:21][CH2:22][S:23][C:24]3[N:25]([CH3:40])[C:26]([C:29]4[CH:38]=[CH:37][CH:36]=[C:35]5[C:30]=4[CH:31]=[CH:32][C:33]([CH3:39])=[N:34]5)=[N:27][N:28]=3)[CH2:14][CH2:15][C:9]=1[CH:8]=2)([CH3:1])[CH3:3] |f:2.3|. Procedure: The title compound was prepared in analogy to General Procedure 1 from 2-(1,1-dimethylethyl)-6,7,8,9-tetrahydro-5H-[1,3]oxazolo[4,5-h][3]benzazepine (0.20 mmol) and 5-{5-[(3-chloropropyl)thio]-4-methyl-4H-1,2,4-triazol-3-yl}-2-methylquinoline and was obtained as a yellow slightly hygroscopic solid (59 μmmol). Starting materials: C(CCCCCCCCCCC)NCCN (N-dodecylethylenediamine), C(=O)C(C(=O)OCC)C (ethyl 2-formylpropionate). Yields the product C(CCCCCCCCCCC)N1CCN=CC(C1=O)C (4-dodecyl-6-methyl-3,6-dihydro-2H-1,4-diazepin-5-one). As a reaction SMILES: [CH2:1]([NH:13][CH2:14][CH2:15][NH2:16])[CH2:2][CH2:3][CH2:4][CH2:5][CH2:6][CH2:7][CH2:8][CH2:9][CH2:10][CH2:11][CH3:12].[CH:17]([CH:19]([CH3:25])[C:20](OCC)=O)=[O:18]>>[CH2:1]([N:13]1[C:17](=[O:18])[CH:19]([CH3:25])[CH:20]=[N:16][CH2:15][CH2:14]1)[CH2:2][CH2:3][CH2:4][CH2:5][CH2:6][CH2:7][CH2:8][CH2:9][CH2:10][CH2:11][CH3:12]. Procedure: Into an apparatus similar to that in Example 1, were charged 228.1 g (1 mole) of N-dodecylethylenediamine and 130.1 g (1 mole) of ethyl 2-formylpropionate. At 140° to 145° C., 18 g of water and 46 g of ethanol were distilled off to obtain 4-dodecyl-6-methyl-3,6-dihydro-2H-1,4-diazepin-5-one. Procedure: To the mixture of diisopropyl 2-(1,3-dioxolan-2-yl)-6-ethoxyphenylboronate (136 g, 0.42 mol) in THF (500 mL) was added diluted HCl (2N, 200 mL) slowly at room temperature with stirring. After stirred for 1.5 h at room temperature, the reaction mixture was basified with 20% aqueous solution of NaOH to pH=12 and then washed with EtOAc (2×100 mL). The aqueous layer was acidified by using the diluted HCl (2N) to pH=2 and then extracted with EtOAc (3×100 mL). The combined organic layers were dried ov... Yields the product C(C)OC1=C(C(=CC=C1)C=O)B(O)O (2-Ethoxy-6-formylphenylboronic acid). Isolated yield 98.2%. Reaction SMILES: [O:1]1CCO[CH:2]1[C:6]1[CH:11]=[CH:10][CH:9]=[C:8]([O:12][CH2:13][CH3:14])[C:7]=1[B:15]([O:20]C(C)C)[O:16]C(C)C.Cl.[OH-].[Na+]>C1COCC1>[CH2:13]([O:12][C:8]1[CH:9]=[CH:10][CH:11]=[C:6]([CH:2]=[O:1])[C:7]=1[B:15]([OH:20])[OH:16])[CH3:14] |f:2.3|. Starting materials: [OH-].[Na+] (NaOH), O1C(OCC1)C1=C(C(=CC=C1)OCC)B(OC(C)C)OC(C)C (diisopropyl 2-(1,3-dioxolan-2-yl)-6-ethoxyphenylboronate), aqueous solution, Cl (HCl). Solvent: C1CCOC1 (THF). The reactants are BrC=1C=C2C=C(NC2=C(C1)[N+](=O)[O-])C=1SC(CN1)CN1CCOCC1 (5-bromo-2-[5-(morpholinomethyl)-4,5-dihydro-1,3-thiazol-2-yl]-7-nitro-1H-indole), [Cl-].[Ca+2].[Cl-] (calcium chloride), C(C)O (ethanol), O1CCCC1 (tetrahydrofuran). Reagents/catalysts: [Fe] (iron). Run in O (water), O (Water). Run at temperature 80 celsius. Product: BrC=1C=C2C=C(NC2=C(C1)N)C=1SC(CN1)CN1CCOCC1 (5-bromo-2-[5-(morpholinomethyl)-4,5-dihydro-1,3-thiazol-2-yl]-1H-indol-7-amine). The yield is 22.4%. As a reaction SMILES: [Br:1][C:2]1[CH:3]=[C:4]2[C:8](=[C:9]([N+:11]([O-])=O)[CH:10]=1)[NH:7][C:6]([C:14]1[S:15][CH:16]([CH2:19][N:20]3[CH2:25][CH2:24][O:23][CH2:22][CH2:21]3)[CH2:17][N:18]=1)=[CH:5]2.[Cl-].[Ca+2].[Cl-].C(O)C.O1CCCC1>[Fe].O>[Br:1][C:2]1[CH:3]=[C:4]2[C:8](=[C:9]([NH2:11])[CH:10]=1)[NH:7][C:6]([C:14]1[S:15][CH:16]([CH2:19][N:20]3[CH2:21][CH2:22][O:23][CH2:24][CH2:25]3)[CH2:17][N:18]=1)=[CH:5]2 |f:1.2.3|. Reported procedure: A mixture of 5-bromo-2-[5-(morpholinomethyl)-4,5-dihydro-1,3-thiazol-2-yl]-7-nitro-1H-indole (2.4 g), iron (1.7 g), calcium chloride (310 mg), ethanol (50 mL), tetrahydrofuran (25 mL) and water (5 mL) was stirred under heating at 80° C. for 18 hr. Water was added to the reaction mixture, and the mixture was extracted with ethyl acetate. The organic layer was washed with saturated brine, dried (MgSO4), and concentrated under reduced pressure. The obtained residue was subjected to silica gel colum... Starting materials: [Al+3], CCC1CC(C(=O)OC)CC1C(=O)OC(C)(C)C, CCOCC, [H-], [H-], [H-], [H-], [Li+]. Product: CCC1CC(CO)CC1C(=O)OC(C)(C)C. As a reaction SMILES: [Al+3:20].[CH2:1]([CH3:2])[CH:3]1[CH:4]([C:12](=[O:13])[O:14][C:15]([CH3:16])([CH3:17])[CH3:18])[CH2:5][CH:6]([C:8](=[O:9])[O:10][CH3:11])[CH2:7]1.[CH3:25][CH2:26][O:27][CH2:28][CH3:29].[H-:19].[H-:22].[H-:23].[H-:24].[Li+:21]>>[CH2:1]([CH3:2])[CH:3]1[CH:4]([C:12](=[O:13])[O:14][C:15]([CH3:16])([CH3:17])[CH3:18])[CH2:5][CH:6]([CH2:8][OH:9])[CH2:7]1. Reactants: CCCCN(CCCC)CCCC, O=C(O)c1cccnc1Oc1ccc(F)c(Cl)c1, C[n+]1ccccc1Cl, ClCCl, Fc1cc2c(cc1F)NCCC2, [I-]. Product: O=C(c1cccnc1Oc1ccc(F)c(Cl)c1)N1CCCc2cc(F)c(F)cc21. Reaction SMILES: [CH2:31]([N:32]([CH2:33][CH2:34][CH2:35][CH3:36])[CH2:37][CH2:38][CH2:39][CH3:40])[CH2:41][CH2:42][CH3:43].[Cl:1][c:2]1[cH:3][c:4]([O:5][c:6]2[c:7]([C:8](=[O:9])[OH:10])[cH:11][cH:12][cH:13][n:14]2)[cH:15][cH:16][c:17]1[F:18].[Cl:45][c:46]1[cH:47][cH:48][cH:49][cH:50][n+:51]1[CH3:52].[Cl:53][CH2:54][Cl:55].[F:19][c:20]1[cH:21][c:22]2[c:27]([cH:28][c:29]1[F:30])[NH:26][CH2:25][CH2:24][CH2:23]2.[I-:44]>>[Cl:1][c:2]1[cH:3][c:4]([O:5][c:6]2[c:7]([C:8](=[O:10])[N:26]3[CH2:25][CH2:24][CH2:23][c:22]4[cH:21][c:20]([F:19])[c:29]([F:30])[cH:28][c:27]43)[cH:11][cH:12][cH:13][n:14]2)[cH:15][cH:16][c:17]1[F:18].